This data is from the Open Reaction Database (ORD), a public repository of structured organic reaction records. The task is: describe an organic reaction: reactants, conditions, products, and yield Starting materials: Cl.CO (hydrogen chloride methanol), C1(CC1)C(=O)NC=1N=C2N(C=C(C=C2)OC2=C(C=C(C=C2)NC(=O)C=2C(N(C(=CC2)C)C2=CC=CC=C2)=O)F)C1 (N-[4-({2-[(cyclopropylcarbonyl)amino]imidazo[1,2-a]pyridin-6-yl}oxy)-3-fluorophenyl]-6-methyl-2-oxo-1-phenyl-1,2-dihydropyridine-3-carboxamide). Run at time 30 minute. Product: Cl.C1(CC1)C(=O)NC=1N=C2N(C=C(C=C2)OC2=C(C=C(C=C2)NC(=O)C=2C(N(C(=CC2)C)C2=CC=CC=C2)=O)F)C1 (N-[4-({2-[(cyclopropylcarbonyl)amino]imidazo[1,2-a]pyridin-6-yl}oxy)-3-fluorophenyl]-6-methyl-2-oxo-1-phenyl-1,2-dihydropyridine-3-carboxamide hydrochloride). Isolated yield 79.0%. As a reaction SMILES: [ClH:1].CO.[CH:4]1([C:7]([NH:9][C:10]2[N:11]=[C:12]3[CH:17]=[CH:16][C:15]([O:18][C:19]4[CH:24]=[CH:23][C:22]([NH:25][C:26]([C:28]5[C:29](=[O:41])[N:30]([C:35]6[CH:40]=[CH:39][CH:38]=[CH:37][CH:36]=6)[C:31]([CH3:34])=[CH:32][CH:33]=5)=[O:27])=[CH:21][C:20]=4[F:42])=[CH:14][N:13]3[CH:43]=2)=[O:8])[CH2:6][CH2:5]1>>[ClH:1].[CH:4]1([C:7]([NH:9][C:10]2[N:11]=[C:12]3[CH:17]=[CH:16][C:15]([O:18][C:19]4[CH:24]=[CH:23][C:22]([NH:25][C:26]([C:28]5[C:29](=[O:41])[N:30]([C:35]6[CH:36]=[CH:37][CH:38]=[CH:39][CH:40]=6)[C:31]([CH3:34])=[CH:32][CH:33]=5)=[O:27])=[CH:21][C:20]=4[F:42])=[CH:14][N:13]3[CH:43]=2)=[O:8])[CH2:6][CH2:5]1 |f:0.1,3.4|. Procedure: A solution (5 to 10%) of hydrogen chloride/methanol was heated to 50° C., and N-[4-({2-[(cyclopropylcarbonyl)amino]imidazo[1,2-a]pyridin-6-yl}oxy)-3-fluorophenyl]-6-methyl-2-oxo-1-phenyl-1,2-dihydropyridine-3-carboxamide (500 mg, 0.93 mmol) was added. The mixture was stirred for 5 min and at room temperature for 30 min. The precipitate was collected by filtration and washed with methanol to give the title compound (420 mg, 79%) as white crystals. The reactants are OC1C=CC(N1)=O (1,5-dihydro-5-hydroxy-2H-pyrrol-2-one), ( H ), C(C)O (ethanol). Yields the product C(C)OC1C=CC(N1)=O (1,5-dihydro-5-ethoxy-2H-pyrrol-2-one). RXN SMILES: [OH:1][CH:2]1[NH:6][C:5](=[O:7])[CH:4]=[CH:3]1.[CH2:8](O)[CH3:9]>>[CH2:8]([O:1][CH:2]1[NH:6][C:5](=[O:7])[CH:4]=[CH:3]1)[CH3:9]. Procedure: A mixture of 2.3 g of 1,5-dihydro-5-hydroxy-2H-pyrrol-2-one in 140 cm3 of ethanol and 100 g of Amberlite resin IR-120 (H) is taken to reflux for 30 minutes. After allowing to cool, filtering off the resin and distilling the ethanol off under reduced pressure, 2.76 g of the expected product is obtained, m.p. 50°-52° C.